This data is from the Open Reaction Database (ORD), a public repository of structured organic reaction records. The task is: describe an organic reaction: reactants, conditions, products, and yield The reactants are FC=1C(=NC=CC1SC1=CN=C(S1)NC1=NC=CC(=C1)C)C(=O)O (3-Fluoro-4-(2-(4-methylpyridin-2-ylamino)thiazol-5-ylthio)picolinic acid), FC=1C(=NC=CC1SC1=CN=C(S1)NC1=NC=CC(=C1)C)C(=O)O (3-Fluoro-4-(2-(4-methylpyridin-2-ylamino)thiazol-5-ylthio)picolinic acid), NCC1(CCN(CC1)C(=O)OC(C)(C)C)C1=CC(=C(C=C1)Cl)Cl (tert-butyl 4-(aminomethyl)-4-(3,4-dichlorophenyl)piperidine-1-carboxylate). RXN SMILES: [F:1][C:2]1[C:3]([C:22]([OH:24])=O)=[N:4][CH:5]=[CH:6][C:7]=1[S:8][C:9]1[S:13][C:12]([NH:14][C:15]2[CH:20]=[C:19]([CH3:21])[CH:18]=[CH:17][N:16]=2)=[N:11][CH:10]=1.[NH2:25][CH2:26][C:27]1([C:40]2[CH:45]=[CH:44][C:43]([Cl:46])=[C:42]([Cl:47])[CH:41]=2)[CH2:32][CH2:31][N:30]([C:33]([O:35][C:36]([CH3:39])([CH3:38])[CH3:37])=[O:34])[CH2:29][CH2:28]1>>[Cl:47][C:42]1[CH:41]=[C:40]([C:27]2([CH2:26][NH:25][C:22](=[O:24])[C:3]3[C:2]([F:1])=[C:7]([S:8][C:9]4[S:13][C:12]([NH:14][C:15]5[CH:20]=[C:19]([CH3:21])[CH:18]=[CH:17][N:16]=5)=[N:11][CH:10]=4)[CH:6]=[CH:5][N:4]=3)[CH2:28][CH2:29][N:30]([C:33]([O:35][C:36]([CH3:37])([CH3:38])[CH3:39])=[O:34])[CH2:31][CH2:32]2)[CH:45]=[CH:44][C:43]=1[Cl:46]. Reported procedure: Following the amide bond forming procedure given in example 37, 3-fluoro-4-(2-(4-methylpyridin-2-ylamino)thiazol-5-ylthio)picolinic acid (intermediate B in example 1) and tert-butyl 4-(aminomethyl)-4-(3,4-dichlorophenyl)piperidine-1-carboxylate (amine intermediate “K”) were reacted to give the title compound. LC/MS (M+H)+: 703. Ret. time: 2.20 min. (Condition I). Yields the product ClC=1C=C(C=CC1Cl)C1(CCN(CC1)C(=O)OC(C)(C)C)CNC(C1=NC=CC(=C1F)SC1=CN=C(S1)NC1=NC=CC(=C1)C)=O (tert-butyl 4-(3,4-dichlorophenyl)-4-((3-fluoro-4-(2-(4-methylpyridin-2-ylamino)thiazol-5-ylthio)picolinamido)methyl)piperidine-1-carboxylate).